This data is from the Open Reaction Database (ORD), a public repository of structured organic reaction records. The task is: describe an organic reaction: reactants, conditions, products, and yield Procedure: A solution of 4-(3,5-dichloro-pyridin-4-ylmethyl)-7-methoxy-1,2-dihydro-phthalazine (1 g, 3.1 mmoles), prepared as described in example 22, in dry THF (35 ml), under stirring and dry N2 at room temperature, was added with 1,1′-carbonyldiimidazole (0.6 g, 3.72 mmoles), then the mixture was refluxed for 3 hours, cooled, added with 5.6M dimethylamine in ethanol (5 ml) and refluxed again. After 44 hours the mixture was cooled, poured into water/ice and extracted more times with CH2Cl2. The organic p... Yields the product CN(C(=O)N1CC2=CC(=CC=C2C(=N1)CC1=C(C=NC=C1Cl)Cl)OC)C (4-(3,5-Dichloro-pyridin-4-ylmethyl)-7-methoxy-1H-phthalazine-2-carboxylic acid dimethyl-amide). Isolated yield 36.1%. Solvent: C(C)O (ethanol), C1CCOC1 (THF). Reactants: ClC=1C=NC=C(C1CC1=NNCC2=CC(=CC=C12)OC)Cl (4-(3,5-dichloro-pyridin-4-ylmethyl)-7-methoxy-1,2-dihydro-phthalazine), CNC (dimethylamine), N#N (N2), C(=O)(N1C=NC=C1)N1C=NC=C1 (1,1′-carbonyldiimidazole), water ice. As a reaction SMILES: [Cl:1][C:2]1[CH:3]=[N:4][CH:5]=[C:6]([Cl:21])[C:7]=1[CH2:8][C:9]1[C:18]2[C:13](=[CH:14][C:15]([O:19][CH3:20])=[CH:16][CH:17]=2)[CH2:12][NH:11][N:10]=1.N#N.[C:24](N1C=CN=C1)([N:26]1[CH:30]=CN=[CH:27]1)=[O:25].CNC>C1COCC1.C(O)C>[CH3:27][N:26]([CH3:30])[C:24]([N:11]1[N:10]=[C:9]([CH2:8][C:7]2[C:6]([Cl:21])=[CH:5][N:4]=[CH:3][C:2]=2[Cl:1])[C:18]2[C:13](=[CH:14][C:15]([O:19][CH3:20])=[CH:16][CH:17]=2)[CH2:12]1)=[O:25]. The solvent is OS(=O)(=O)O (H2SO4), S(O)(O)(=O)=O (sulfuric acid). The product is [N+](=O)([O-])C1=CC=C(C=C1)S(=O)(=O)C1=C2C=CN=CC2=CC=C1 (5-(4-nitrophenylsulfonyl)isoquinoline). Reported procedure: 5-(4-Nitrophenylsulfanyl)isoquinoline 100 mg (0.4 mmol) was dissolved in concentrated sulfuric acid 2.0 ml, Beckman's reagent 3.0 ml (a mixture of K2Cr2O7 1 g-H2SO4 1 ml-H2O 9 ml) was added dropwise, and the mixture was stirred at room temperature for 3 hours. After water was added to the reaction mixture, the solution was neutralized with 4 N sodium hydroxide, and precipitates were filtered, washed with water, and recrystallized from methanol to give 5-(4-nitrophenylsulfonyl)isoquinoline 70 mg ... RXN SMILES: [N+:1]([C:4]1[CH:9]=[CH:8][C:7]([S:10][C:11]2[CH:20]=[CH:19][CH:18]=[C:17]3[C:12]=2[CH:13]=[CH:14][N:15]=[CH:16]3)=[CH:6][CH:5]=1)([O-:3])=[O:2].[OH2:21].[OH-:22].[Na+]>S(=O)(=O)(O)O>[N+:1]([C:4]1[CH:5]=[CH:6][C:7]([S:10]([C:11]2[CH:20]=[CH:19][CH:18]=[C:17]3[C:12]=2[CH:13]=[CH:14][N:15]=[CH:16]3)(=[O:22])=[O:21])=[CH:8][CH:9]=1)([O-:3])=[O:2] |f:2.3|. Conditions: time 3 hour. Starting materials: reagent, K2Cr2O7, O (H2O), O (water), [N+](=O)([O-])C1=CC=C(C=C1)SC1=C2C=CN=CC2=CC=C1 (5-(4-Nitrophenylsulfanyl)isoquinoline), [OH-].[Na+] (sodium hydroxide). Isolated yield 63.6%. Reactants: N#N (N2), ClC1=CC=C(C=C1)NC(=N)C1=C(C=C(C=C1)Cl)Cl (N-(4-chlorophenyl)-2,4-dichlorobenzenecarboxamidine), ClC(C#N)=C (2-chloroacrylonitrile), C(C)(C)N(C(C)C)CC (N,N-diisopropylethylamine). Run in O1CCCC1 (tetrahydrofuran). Product: ClC1=CC=C(C=C1)N1C(=NC(C1)C#N)C1=C(C=C(C=C1)Cl)Cl (1-(4-chlorophenyl)-2-(2,4-dichlorophenyl)-4,5-dihydro-1H-imidazole-4-carbonitrile). Isolated yield 97.1%. Reaction SMILES: [Cl:1][C:2]1[CH:7]=[CH:6][C:5]([NH:8][C:9]([C:11]2[CH:16]=[CH:15][C:14]([Cl:17])=[CH:13][C:12]=2[Cl:18])=[NH:10])=[CH:4][CH:3]=1.Cl[C:20](=[CH2:23])[C:21]#[N:22].C(N(CC)C(C)C)(C)C.N#N>O1CCCC1>[Cl:1][C:2]1[CH:3]=[CH:4][C:5]([N:8]2[CH2:23][CH:20]([C:21]#[N:22])[N:10]=[C:9]2[C:11]2[CH:16]=[CH:15][C:14]([Cl:17])=[CH:13][C:12]=2[Cl:18])=[CH:6][CH:7]=1. Procedure details: Part A: A magnetically stirred mixture of N-(4-chlorophenyl)-2,4-dichlorobenzenecarboxamidine (10.0 gram, 0.033 mol), 2-chloroacrylonitrile (5.7 gram, 0.065 mol) and N,N-diisopropylethylamine (DIPEA) (12.5 ml, 0.069 mol) in tetrahydrofuran (150 ml) is heated at reflux temperature for 40 hours (N2 atmosphere). After cooling to room temperature the mixture is concentrated in vacuo. The residue is dissolved in a mixture of dichloromethane and water (200 ml/200 ml). The dichloromethane layer is coll... Starting materials: Cl, Cl, Cl, NC1CCC(CCN2CCN(c3nccc4c3CCO4)CC2)CC1, O=C(O)c1ccc2ncccc2c1. The product is O=C(NC1CCC(CCN2CCN(c3nccc4c3CCO4)CC2)CC1)c1ccc2ncccc2c1. As a reaction SMILES: [ClH:1].[ClH:2].[ClH:3].[O:4]1[CH2:5][CH2:6][c:7]2[c:8]([N:13]3[CH2:14][CH2:15][N:16]([CH2:19][CH2:20][CH:21]4[CH2:22][CH2:23][CH:24]([NH2:27])[CH2:25][CH2:26]4)[CH2:17][CH2:18]3)[n:9][cH:10][cH:11][c:12]21.[n:28]1[cH:29][cH:30][cH:31][c:32]2[cH:33][c:34]([C:38](=[O:39])[OH:40])[cH:35][cH:36][c:37]12>>[O:4]1[CH2:5][CH2:6][c:7]2[c:8]([N:13]3[CH2:14][CH2:15][N:16]([CH2:19][CH2:20][CH:21]4[CH2:22][CH2:23][CH:24]([NH:27][C:38]([c:34]5[cH:33][c:32]6[cH:31][cH:30][cH:29][n:28][c:37]6[cH:36][cH:35]5)=[O:39])[CH2:25][CH2:26]4)[CH2:17][CH2:18]3)[n:9][cH:10][cH:11][c:12]21. Starting materials: COc1cccc(CCN)c1, O=CO, O. The product is COc1cccc(CCNC=O)c1. RXN SMILES: [CH3:1][O:2][c:3]1[cH:4][c:5]([CH2:9][CH2:10][NH2:11])[cH:6][cH:7][cH:8]1.[CH:13](=[O:14])[OH:15].[OH2:12]>>[CH3:1][O:2][c:3]1[cH:4][c:5]([CH2:9][CH2:10][NH:11][CH:13]=[O:14])[cH:6][cH:7][cH:8]1.